describe an organic reaction: reactants, conditions, products, and yield From a dataset of the Open Reaction Database (ORD), a public repository of structured organic reaction records. The reactants are CO, CC(=O)Nc1ccc2c(c1)nc(C(C)(F)F)n2CC1CCOCC1, [Na+], [OH-], O. The product is CC(F)(F)c1nc2cc(N)ccc2n1CC1CCOCC1. Reaction SMILES: [CH3:27][OH:28].[F:1][C:2]([CH3:3])([F:4])[c:5]1[n:6][c:7]2[c:8]([n:9]1[CH2:10][CH:11]1[CH2:12][CH2:13][O:14][CH2:15][CH2:16]1)[cH:17][cH:18][c:19]([NH:21][C:22](=[O:23])[CH3:24])[cH:20]2.[Na+:26].[OH-:25].[OH2:29]>>[F:1][C:2]([CH3:3])([F:4])[c:5]1[n:6][c:7]2[c:8]([n:9]1[CH2:10][CH:11]1[CH2:12][CH2:13][O:14][CH2:15][CH2:16]1)[cH:17][cH:18][c:19]([NH2:21])[cH:20]2. The reactants are C1CCCCC1, CCOC(C)=O, Clc1cncc(Cl)n1, Oc1cccc(Cl)c1. The product is Clc1cccc(Oc2cncc(Cl)n2)c1. Reaction SMILES: [CH2:23]1[CH2:24][CH2:25][CH2:26][CH2:27][CH2:28]1.[CH3:17][CH2:18][O:19][C:20]([CH3:21])=[O:22].[Cl:1][c:2]1[n:3][c:4]([Cl:8])[cH:5][n:6][cH:7]1.[OH:9][c:10]1[cH:11][cH:12][cH:13][c:14]([Cl:15])[cH:16]1>>[c:2]1([O:9][c:10]2[cH:11][cH:12][cH:13][c:14]([Cl:15])[cH:16]2)[n:3][c:4]([Cl:8])[cH:5][n:6][cH:7]1.